This data is from the Open Reaction Database (ORD), a public repository of structured organic reaction records. The task is: describe an organic reaction: reactants, conditions, products, and yield The reactants are Fc1cc(Br)cc2c1NCC2, CCS(=O)(=O)Cl. The product is CCS(=O)(=O)N1CCc2cc(Br)cc(F)c21. As a reaction SMILES: [Br:1][c:2]1[cH:3][c:4]2[c:8]([c:9]([F:11])[cH:10]1)[NH:7][CH2:6][CH2:5]2.[CH2:12]([CH3:13])[S:14](=[O:15])(=[O:16])[Cl:17]>>[Br:1][c:2]1[cH:3][c:4]2[c:8]([c:9]([F:11])[cH:10]1)[N:7]([S:14]([CH2:12][CH3:13])(=[O:15])=[O:16])[CH2:6][CH2:5]2. The reactants are ClC1=CC=C(C=C1)CCC(CC(C1=CC=CC=C1)=O)C=1C=C(C(=O)OC)C=CC1 (3-[1-(2-(4-Chlorophenyl)ethyl]-3-oxo-3-phenylpropyl]-benzoic acid, methyl ester), C[Si]([O-])(C)C.[K+] (potassium trimethylsilanolate). The solvent is C(C)OCC (diethyl ether). Conditions: time 18 hour. Product: ClC1=CC=C(C=C1)CCC(CC(C1=CC=CC=C1)=O)C=1C=C(C(=O)O)C=CC1 (3-[1-[2-(4-Chlorophenyl)ethyl]-3-oxo-3-phenylpropyl]-benzoic acid). Isolated yield 62.6%. As a reaction SMILES: [Cl:1][C:2]1[CH:7]=[CH:6][C:5]([CH2:8][CH2:9][CH:10]([C:20]2[CH:21]=[C:22]([CH:27]=[CH:28][CH:29]=2)[C:23]([O:25]C)=[O:24])[CH2:11][C:12](=[O:19])[C:13]2[CH:18]=[CH:17][CH:16]=[CH:15][CH:14]=2)=[CH:4][CH:3]=1.C[Si](C)(C)[O-].[K+]>C(OCC)C>[Cl:1][C:2]1[CH:7]=[CH:6][C:5]([CH2:8][CH2:9][CH:10]([C:20]2[CH:21]=[C:22]([CH:27]=[CH:28][CH:29]=2)[C:23]([OH:25])=[O:24])[CH2:11][C:12](=[O:19])[C:13]2[CH:18]=[CH:17][CH:16]=[CH:15][CH:14]=2)=[CH:4][CH:3]=1 |f:1.2|. Reported procedure: 3-[1-(2-(4-Chlorophenyl)ethyl]-3-oxo-3-phenylpropyl]-benzoic acid, methyl ester (0.5 g, 1.22 mmol) is dissolved in diethyl ether (100 mL) and treated with potassium trimethylsilanolate (1 g, 7.8 mmol). After the mixture is stirred 18 hours, the resulting solid is collected by filtration and washed with diethyl ether. The dried cake is dissolved in water, acidified with 1N hydrochloric acid, and the resulting solid collected by filtration. Crystallization in diethyl ether-hexane provides 0.3 g of... The reactants are CO, CN, O=Cc1ccccn1. The product is CNCc1ccccn1. Reaction SMILES: [CH3:11][OH:12].[CH3:9][NH2:10].[c:1]1([CH:7]=[O:8])[cH:2][cH:3][cH:4][cH:5][n:6]1>>[c:1]1([CH2:7][NH:10][CH3:9])[cH:2][cH:3][cH:4][cH:5][n:6]1. Starting materials: BrC=1N(C2=CC=CC=C2C1CC(=O)OCC)C(=O)OC(C)(C)C (tert-butyl 2-bromo-3-(2-ethoxy-2-oxoethyl)-1H-indole-1-carboxylate), C(C=C)[Sn](CCCC)(CCCC)CCCC (Allyltributyltin). Reagents/catalysts: C=1C=CC(=CC1)[P](C=2C=CC=CC2)(C=3C=CC=CC3)[Pd]([P](C=4C=CC=CC4)(C=5C=CC=CC5)C=6C=CC=CC6)([P](C=7C=CC=CC7)(C=8C=CC=CC8)C=9C=CC=CC9)[P](C=1C=CC=CC1)(C=1C=CC=CC1)C=1C=CC=CC1 (Pd(PPh3)4). Solvent: CN(C)C=O (DMF), CCOC(=O)C (EtOAc), O (H2O). Reaction conditions: temperature 80 celsius. The product is C(C=C)C=1N(C2=CC=CC=C2C1CC(=O)OC)C(=O)OC(C)(C)C (tert-butyl 2-allyl-3-(2-methoxy-2-oxoethyl)-1H-indole-1-carboxylate). Isolated yield 79.2%. As a reaction SMILES: Br[C:2]1[N:3]([C:17]([O:19][C:20]([CH3:23])([CH3:22])[CH3:21])=[O:18])[C:4]2[C:9]([C:10]=1[CH2:11][C:12]([O:14][CH2:15]C)=[O:13])=[CH:8][CH:7]=[CH:6][CH:5]=2.[CH2:24]([Sn](CCCC)(CCCC)CCCC)[CH:25]=[CH2:26]>CN(C=O)C.CCOC(C)=O.O.C1C=CC([P]([Pd]([P](C2C=CC=CC=2)(C2C=CC=CC=2)C2C=CC=CC=2)([P](C2C=CC=CC=2)(C2C=CC=CC=2)C2C=CC=CC=2)[P](C2C=CC=CC=2)(C2C=CC=CC=2)C2C=CC=CC=2)(C2C=CC=CC=2)C2C=CC=CC=2)=CC=1>[CH2:26]([C:2]1[N:3]([C:17]([O:19][C:20]([CH3:21])([CH3:22])[CH3:23])=[O:18])[C:4]2[C:9]([C:10]=1[CH2:11][C:12]([O:14][CH3:15])=[O:13])=[CH:8][CH:7]=[CH:6][CH:5]=2)[CH:25]=[CH2:24] |^1:55,57,76,95|. Procedure: Argon was bubbled into a solution of tert-butyl 2-bromo-3-(2-ethoxy-2-oxoethyl)-1H-indole-1-carboxylate (3.68 g, 9.66 mmol) in DMF (50 mL) for 1 h. Allyltributyltin (3 mL, 9.66 mmol) was added to the reaction mixture followed by the addition of Pd(PPh3)4 (1.1 g, 10 mol %). The reaction was heated at 80° C. for 6 h and then diluted with EtOAc and H2O. The entire solution was filtered over celite and to the solute was added 20% aqueous KH2PO4. The organics were separated and dried over sodium sulf... Reactants: CC(C(CC#N)=O)(C)C (4,4-dimethyl-3-oxopentanenitrile), Cl (hydrochloric acid), Cl.COC=1C=C(C=C(C1)OC)NN (3,5-dimethoxyphenylhydrazine hydrochloride). Solvent: C(=O)(O)[O-].[Na+] (NaHCO3), CCO (EtOH). Product: C(C)(C)(C)C1=NN(C(=C1)N)C1=CC(=CC(=C1)OC)OC (3-tert-Butyl-1-(3,5-dimethoxyphenyl)-1H-pyrazol-5-amine). Reaction SMILES: [CH3:1][C:2]([CH3:9])([CH3:8])[C:3](=O)[CH2:4][C:5]#[N:6].Cl.Cl.[CH3:12][O:13][C:14]1[CH:15]=[C:16]([NH:22][NH2:23])[CH:17]=[C:18]([O:20][CH3:21])[CH:19]=1>CCO.C([O-])(O)=O.[Na+]>[C:2]([C:3]1[CH:4]=[C:5]([NH2:6])[N:22]([C:16]2[CH:17]=[C:18]([O:20][CH3:21])[CH:19]=[C:14]([O:13][CH3:12])[CH:15]=2)[N:23]=1)([CH3:9])([CH3:8])[CH3:1] |f:2.3,5.6|. Procedure details: To a solution of 4,4-dimethyl-3-oxopentanenitrile (754 mg, 6.02 mmol) and conc hydrochloric acid (12 M, 500 μL, 6.0 mmol) in EtOH (25 mL) was added 3,5-dimethoxyphenylhydrazine hydrochloride (1.12 g, 5.47 mmol) and the reaction mixture heated at reflux for 1 hr and then cooled to RT. After 23 hr the reaction mixture was diluted with saturated aq. NaHCO3 (50 mL) then extracted with DCM (4×50 mL). The combined organic extracts were dried and evaporated in vacuo and the residue was purified by flas... The reactants are CC(C)(C)OC(=O)N(Cc1cc(CC(=O)O)ccc1Cl)C1CC1, NC1CC1, ClCCl. The product is CC(C)(C)OC(=O)N(Cc1cc(CC(=O)NC2CC2)ccc1Cl)C1CC1. As a reaction SMILES: [C:1]([CH3:2])([CH3:3])([CH3:4])[O:5][C:6](=[O:7])[N:8]([CH:9]1[CH2:10][CH2:11]1)[CH2:12][c:13]1[cH:14][c:15]([CH2:20][C:21](=[O:22])[OH:23])[cH:16][cH:17][c:18]1[Cl:19].[CH:24]1([NH2:27])[CH2:25][CH2:26]1.[Cl:28][CH2:29][Cl:30]>>[C:1]([CH3:2])([CH3:3])([CH3:4])[O:5][C:6](=[O:7])[N:8]([CH:9]1[CH2:10][CH2:11]1)[CH2:12][c:13]1[cH:14][c:15]([CH2:20][C:21](=[O:23])[NH:27][CH:24]2[CH2:25][CH2:26]2)[cH:16][cH:17][c:18]1[Cl:19]. Starting materials: CCOC(=O)Cn1ccc2ccc(O)cc21, CCCCP(CCCC)CCCC, Cn1nc(-c2ccc(OC(F)(F)F)cc2)cc1CCCO. Yields the product CCOC(=O)Cn1ccc2ccc(OCCCc3cc(-c4ccc(OC(F)(F)F)cc4)nn3C)cc21. RXN SMILES: [CH2:1]([CH3:2])[O:3][C:4]([CH2:5][n:6]1[cH:7][cH:8][c:9]2[cH:10][cH:11][c:12]([OH:15])[cH:13][c:14]12)=[O:16].[CH2:38]([P:39]([CH2:40][CH2:41][CH2:42][CH3:43])[CH2:44][CH2:45][CH2:46][CH3:47])[CH2:48][CH2:49][CH3:50].[CH3:17][n:18]1[n:19][c:20](-[c:27]2[cH:28][cH:29][c:30]([O:33][C:34]([F:35])([F:36])[F:37])[cH:31][cH:32]2)[cH:21][c:22]1[CH2:23][CH2:24][CH2:25][OH:26]>>[CH2:1]([CH3:2])[O:3][C:4]([CH2:5][n:6]1[cH:7][cH:8][c:9]2[cH:10][cH:11][c:12]([O:15][CH2:25][CH2:24][CH2:23][c:22]3[n:18]([CH3:17])[n:19][c:20](-[c:27]4[cH:28][cH:29][c:30]([O:33][C:34]([F:35])([F:36])[F:37])[cH:31][cH:32]4)[cH:21]3)[cH:13][c:14]12)=[O:16]. The reactants are CC(=O)[O-], CN(C)C=O, CCCCOC(=O)C(Cl)=C(Cl)C(=O)OCCCC, [NH4+]. The product is CCCCOC(=O)C(N)=C(Cl)C(=O)OCCCC. RXN SMILES: [CH3:20][C:21](=[O:22])[O-:23].[CH3:24][N:25]([CH3:26])[CH:27]=[O:28].[Cl:1][C:2](=[C:3]([C:4](=[O:5])[O:6][CH2:7][CH2:8][CH2:9][CH3:10])[Cl:11])[C:12](=[O:13])[O:14][CH2:15][CH2:16][CH2:17][CH3:18].[NH4+:19]>>[Cl:1][C:2](=[C:3]([C:4](=[O:5])[O:6][CH2:7][CH2:8][CH2:9][CH3:10])[NH2:19])[C:12](=[O:13])[O:14][CH2:15][CH2:16][CH2:17][CH3:18]. Reactants: Cl (hydrochloric acid), C(C(C)(C)C)(=O)OCCCN1C=CC2=CC(=CC(=C12)C(N)=O)C[C@@H](C)N(CCOC1=C(C=CC=C1)OCC)C(=O)OC(C)(C)C ((R)-3-[5-[2-[N-(tert-Butoxycarbonyl)-N-[2-(2-ethoxy-phenoxy)ethyl]amino]propyl]-7-carbamoyl-1H-indol-1-yl]propyl pivalate), C([O-])(O)=O.[Na+] (sodium bicarbonate). Solvent: O (water), C(C)(C)O (isopropanol). Product: C(C(C)(C)C)(=O)OCCCN1C=CC2=CC(=CC(=C12)C(N)=O)C[C@@H](C)NCCOC1=C(C=CC=C1)OCC ((R)-3-[7-carbamoyl-5-[2-[[2-(2-ethoxyphenoxy)ethyl]amino]propyl]-1H-indol-1-yl]propyl pivalate). Isolated yield 79.5%. RXN SMILES: [C:1]([O:7][CH2:8][CH2:9][CH2:10][N:11]1[C:19]2[C:14](=[CH:15][C:16]([CH2:23][C@H:24]([N:26](C(OC(C)(C)C)=O)[CH2:27][CH2:28][O:29][C:30]3[CH:35]=[CH:34][CH:33]=[CH:32][C:31]=3[O:36][CH2:37][CH3:38])[CH3:25])=[CH:17][C:18]=2[C:20](=[O:22])[NH2:21])[CH:13]=[CH:12]1)(=[O:6])[C:2]([CH3:5])([CH3:4])[CH3:3].Cl.C(=O)(O)[O-].[Na+]>C(O)(C)C.O>[C:1]([O:7][CH2:8][CH2:9][CH2:10][N:11]1[C:19]2[C:14](=[CH:15][C:16]([CH2:23][C@H:24]([NH:26][CH2:27][CH2:28][O:29][C:30]3[CH:35]=[CH:34][CH:33]=[CH:32][C:31]=3[O:36][CH2:37][CH3:38])[CH3:25])=[CH:17][C:18]=2[C:20](=[O:22])[NH2:21])[CH:13]=[CH:12]1)(=[O:6])[C:2]([CH3:4])([CH3:5])[CH3:3] |f:2.3|. Procedure: (R)-3-[5-[2-[N-(tert-Butoxycarbonyl)-N-[2-(2-ethoxy-phenoxy)ethyl]amino]propyl]-7-carbamoyl-1H-indol-1-yl]propyl pivalate (7.81 g) was dissolved in isopropanol (78 ml), and concentrated hydrochloric acid (39 ml) was added dropwise over a period of 10 minutes to the solution under ice-cooling with stirring. After the mixture was stirred for 4 hours at room temperature, the reaction mixture was adjusted to pH 8 by adding sodium bicarbonate powder under ice-cooling with stirring. The mixture was di... Starting materials: COC(=O)CCC\C=C\1/C[C@H]2C[C@H]([C@@H]([C@H]2C1)CCC(C(CCCC)F)O)OC1OCCCC1 ((1S,2R,3R,5S)-7(E)-(4-methoxycarbonylbutylidene)-2-[4(RS )-fluoro-3(RS)-hydroxyoctyl]-3-tetrahydropyranyloxybicyclo[3.3.0]octane), [OH-].[Na+] (sodium hydroxide). Run in CO (methanol). Run at time 4 hour. Yields the product crude product, C(=O)(O)CCC\C=C\1/C[C@H]2C[C@H]([C@@H]([C@H]2C1)CCC(C(CCCC)F)O)OC1OCCCC1 ((1S,2R,3R,5S)-7(E)-(4-Carboxybutylidene)-2-[4(RS)-fluoro-3 (RS)-hydroxyoctyl]-3-tetrahydropyranyloxybicyclo[3.3.0]octane). As a reaction SMILES: C[O:2][C:3]([CH2:5][CH2:6][CH2:7]/[CH:8]=[C:9]1\[CH2:10][C@@H:11]2[C@H:15]([CH2:16]\1)[C@@H:14]([CH2:17][CH2:18][CH:19]([OH:26])[CH:20]([F:25])[CH2:21][CH2:22][CH2:23][CH3:24])[C@H:13]([O:27][CH:28]1[CH2:33][CH2:32][CH2:31][CH2:30][O:29]1)[CH2:12]2)=[O:4].[OH-].[Na+]>CO>[C:3]([CH2:5][CH2:6][CH2:7]/[CH:8]=[C:9]1\[CH2:10][C@@H:11]2[C@H:15]([CH2:16]\1)[C@@H:14]([CH2:17][CH2:18][CH:19]([OH:26])[CH:20]([F:25])[CH2:21][CH2:22][CH2:23][CH3:24])[C@H:13]([O:27][CH:28]1[CH2:33][CH2:32][CH2:31][CH2:30][O:29]1)[CH2:12]2)([OH:4])=[O:2] |f:1.2|. Reported procedure: (1S,2R,3R,5S)-7(E)-(4-Methoxycarbonylbutylidene)-2-[4(RS)-fluoro-3(RS)-hydroxy-octyl ]-3-tetrahydropyranyloxybicyclo[3.3.0]octane (12) (0.185 g) was dissolved in methanol. To the solution, an aqueous solution of 1N sodium hydroxide (6.5 ml) was added. The mixture was stirred at room temperature for 4 hours. After a usual work-up a crude product (1S,2R,3R,5S)-7(E)-(4-carboxybutylidene)-2-[4(RS)fluoro-3(RS )-hydroxyoctyl]-3-tetrahydropyranyloxybicyclo[3.3.0]octane (13) was obtained. Yield: 0.184 g